This data is from the Open Reaction Database (ORD), a public repository of structured organic reaction records. The task is: describe an organic reaction: reactants, conditions, products, and yield Starting materials: C(N)(=O)C1=C(C=C(OCC(C)N(CC(COC2=CC=C(C=C2)NS(=O)(=O)C)O)CC2=CC=CC=C2)C=C1)O (1-[N-[2-(4-carbamoyl-3-hydroxy-phenoxy)-1-methyl-ethyl]-benzylamino]-3-(4-methanesulfonylamino-phenoxy)-2-propanol). Reaction SMILES: [C:1]([C:4]1[CH:37]=[CH:36][C:7]([O:8][CH2:9][CH:10]([N:12](CC2C=CC=CC=2)[CH2:13][CH:14]([OH:28])[CH2:15][O:16][C:17]2[CH:22]=[CH:21][C:20]([NH:23][S:24]([CH3:27])(=[O:26])=[O:25])=[CH:19][CH:18]=2)[CH3:11])=[CH:6][C:5]=1[OH:38])(=[O:3])[NH2:2]>CO.[Pd]>[C:1]([C:4]1[CH:37]=[CH:36][C:7]([O:8][CH2:9][CH:10]([NH:12][CH2:13][CH:14]([OH:28])[CH2:15][O:16][C:17]2[CH:22]=[CH:21][C:20]([NH:23][S:24]([CH3:27])(=[O:25])=[O:26])=[CH:19][CH:18]=2)[CH3:11])=[CH:6][C:5]=1[OH:38])(=[O:3])[NH2:2]. Reagents/catalysts: catalyst, [Pd] (Pd/C). Procedure: A solution of 20.0 g of crude 1-[N-[2-(4-carbamoyl-3-hydroxy-phenoxy)-1-methyl-ethyl]-benzylamino]-3-(4-methanesulfonylamino-phenoxy)-2-propanol in 250 ml of methanol is hydrogenated, after the addition of 2.5 g of Pd/C catalyst (5%), under normal conditions until debenzylation is completed (DC control), for which an addition of a further 1.0 g of catalyst is required. The catalyst is filtered off; the filtrate is concentrated by evaporation, and the oil remaining behind is dissolved in a small ... Product: C(N)(=O)C1=C(C=C(OCC(C)NCC(COC2=CC=C(C=C2)NS(=O)(=O)C)O)C=C1)O (1-[2-(4-carbamoyl-3-hydroxy-phenoxy)-1-methyl-ethylamino]-3-(4-methanesulfonylamino-phenoxy)-2-propanol). Run in CO (methanol). Reactants: COc1ccc(N)cc1, CCO, CSc1ncnc2cc(N)ncc12. Yields the product COc1ccc(Nc2ncnc3cc(N)ncc23)cc1. RXN SMILES: [CH3:14][O:15][c:16]1[cH:17][cH:18][c:19]([NH2:20])[cH:21][cH:22]1.[CH3:23][CH2:24][OH:25].[NH2:1][c:2]1[cH:3][c:4]2[n:5][cH:6][n:7][c:8]([S:12][CH3:13])[c:9]2[cH:10][n:11]1>>[NH2:1][c:2]1[cH:3][c:4]2[n:5][cH:6][n:7][c:8]([NH:20][c:19]3[cH:18][cH:17][c:16]([O:15][CH3:14])[cH:22][cH:21]3)[c:9]2[cH:10][n:11]1. Starting materials: C(C1=CC=CC=C1)N1C(N([C@H]([C@H]1C(=O)OCCC)C(=O)OCCC)CC1=CC=CC=C1)=O (di-n-propyl cis-1,3-dibenzyl-2-oxoimidazolidine-4,5-dicarboxylate), Example 1 ( 1 ). Run in P(=O)([O-])([O-])[O-] (phosphate). The product is C(C1=CC=CC=C1)N1C(N([C@@H]([C@@H]1C(=O)OCCC)C(=O)O)CC1=CC=CC=C1)=O ((4S,5R)-1,3-dibenzyl-5-n-propoxycarbonyl-2-oxoimidazolidine-4-carboxylic acid). The yield is 90.7%. RXN SMILES: [CH2:1]([N:8]1[C@H:12]([C:13]([O:15][CH2:16][CH2:17][CH3:18])=[O:14])[C@H:11]([C:19]([O:21]CCC)=[O:20])[N:10]([CH2:25][C:26]2[CH:31]=[CH:30][CH:29]=[CH:28][CH:27]=2)[C:9]1=[O:32])[C:2]1[CH:7]=[CH:6][CH:5]=[CH:4][CH:3]=1>P([O-])([O-])([O-])=O>[CH2:1]([N:8]1[C@@H:12]([C:13]([O:15][CH2:16][CH2:17][CH3:18])=[O:14])[C@@H:11]([C:19]([OH:21])=[O:20])[N:10]([CH2:25][C:26]2[CH:31]=[CH:30][CH:29]=[CH:28][CH:27]=2)[C:9]1=[O:32])[C:2]1[CH:7]=[CH:6][CH:5]=[CH:4][CH:3]=1. Procedure: A suspension of di-n-propyl cis-1,3-dibenzyl-2-oxoimidazolidine-4,5-dicarboxylate (200 mg) in 0.1M phosphate buffer (pH 8.0, 20 ml) was treated with Pig Liver Esterase (manufactured by Sigma Lab., 640 units, 4 mg) in a manner similar to that in Example 1 (1) to give (4S,5R)-1,3-dibenzyl-5-n-propoxycarbonyl-2-oxoimidazolidine-4-carboxylic acid (164 mg). M.P., 75°-90° C. [α]D20 =+2.1° (c=1, CHCl3). Starting materials: COc1cc2nc(N3CCC(Nc4ccc(C(=O)OC(C)(C)C)cc4)CC3)[nH]c(=O)c2cc1OC, O=C(O)C(F)(F)F. RXN SMILES: [C:1]([CH3:2])([CH3:3])([CH3:4])[O:5][C:6]([c:7]1[cH:8][cH:9][c:10]([NH:13][CH:14]2[CH2:15][CH2:16][N:17]([c:20]3[n:21][c:22]4[cH:23][c:24]([O:33][CH3:34])[c:25]([O:31][CH3:32])[cH:26][c:27]4[c:28](=[O:30])[nH:29]3)[CH2:18][CH2:19]2)[cH:11][cH:12]1)=[O:35].[OH:36][C:37]([C:38]([F:39])([F:40])[F:41])=[O:42]>>[O:5]=[C:6]([c:7]1[cH:8][cH:9][c:10]([NH:13][CH:14]2[CH2:15][CH2:16][N:17]([c:20]3[n:21][c:22]4[cH:23][c:24]([O:33][CH3:34])[c:25]([O:31][CH3:32])[cH:26][c:27]4[c:28](=[O:30])[nH:29]3)[CH2:18][CH2:19]2)[cH:11][cH:12]1)[OH:35]. Product: COc1cc2nc(N3CCC(Nc4ccc(C(=O)O)cc4)CC3)[nH]c(=O)c2cc1OC. Starting materials: CCS(=O)(=O)Nc1ccc(OC2CCN(C(=O)OC(C)(C)C)CC2)cc1, N#Cc1cccc(C=CCCCOC(=O)[O-])c1, C1CCOC1, c1ccc(P(c2ccccc2)c2ccccc2)cc1. Yields the product CCS(=O)(=O)N(CC=Cc1cccc(C#N)c1)c1ccc(OC2CCN(C(=O)OC(C)(C)C)CC2)cc1. As a reaction SMILES: [C:18]([CH3:19])([CH3:20])([CH3:21])[O:22][C:23](=[O:24])[N:25]1[CH2:26][CH2:27][CH:28]([O:31][c:32]2[cH:33][cH:34][c:35]([NH:38][S:39](=[O:40])(=[O:41])[CH2:42][CH3:43])[cH:36][cH:37]2)[CH2:29][CH2:30]1.[C:1](=[O:2])([O-:3])[O:4][CH2:16][CH2:17][CH2:5][CH:6]=[CH:7][c:8]1[cH:9][c:10]([C:14]#[N:15])[cH:11][cH:12][cH:13]1.[O:63]1[CH2:64][CH2:65][CH2:66][CH2:67]1.[c:44]1([P:45]([c:46]2[cH:47][cH:48][cH:49][cH:50][cH:51]2)[c:52]2[cH:53][cH:54][cH:55][cH:56][cH:57]2)[cH:58][cH:59][cH:60][cH:61][cH:62]1>>[CH2:5]([CH:6]=[CH:7][c:8]1[cH:9][c:10]([C:14]#[N:15])[cH:11][cH:12][cH:13]1)[N:38]([c:35]1[cH:34][cH:33][c:32]([O:31][CH:28]2[CH2:27][CH2:26][N:25]([C:23]([O:22][C:18]([CH3:19])([CH3:20])[CH3:21])=[O:24])[CH2:30][CH2:29]2)[cH:37][cH:36]1)[S:39](=[O:40])(=[O:41])[CH2:42][CH3:43].